Dataset: the Open Reaction Database (ORD), a public repository of structured organic reaction records. Task: describe an organic reaction: reactants, conditions, products, and yield Starting materials: BrCCCBr, O=C([O-])[O-], CC(C)=O, O=C(c1ccc(O)cc1)c1c(-c2ccccc2)oc2ccc(Cl)cc12, [K+], [K+]. The product is O=C(c1ccc(OCCCBr)cc1)c1c(-c2ccccc2)oc2ccc(Cl)cc12. As a reaction SMILES: [Br:26][CH2:27][CH2:28][CH2:29][Br:30].[C:31](=[O:32])([O-:33])[O-:34].[CH3:37][C:38](=[O:39])[CH3:40].[Cl:1][c:2]1[cH:3][cH:4][c:5]2[c:6]([c:7]([C:16]([c:17]3[cH:18][cH:19][c:20]([OH:23])[cH:21][cH:22]3)=[O:24])[c:8](-[c:10]3[cH:11][cH:12][cH:13][cH:14][cH:15]3)[o:9]2)[cH:25]1.[K+:35].[K+:36]>>[Cl:1][c:2]1[cH:3][cH:4][c:5]2[c:6]([c:7]([C:16]([c:17]3[cH:18][cH:19][c:20]([O:23][CH2:29][CH2:28][CH2:27][Br:26])[cH:21][cH:22]3)=[O:24])[c:8](-[c:10]3[cH:11][cH:12][cH:13][cH:14][cH:15]3)[o:9]2)[cH:25]1. Reactants: FC(C1=CC=C(C=C1)C=1C(=CC=CC1)C(=O)NC1=NC2=CC=C(C=C2C=C1)C(=O)O)(F)F (2-[(4′-trifluoromethyl-biphenyl-2-carbonyl)-amino]-quinoline-6-carboxylic acid), C(=O)([O-])[O-].[K+].[K+] (K2CO3), [OH-].[K+] (KOH), COS(=O)(=O)OC ((CH3)2SO4), methyl ester. The reagents and catalysts are [N+](CCCC)(CCCC)(CCCC)CCCC.[O-]S(=O)(=O)O (Bu4NHSO4). Solvent: C1(=CC=CC=C1)C (toluene). Run at time 1 hour. The product is CN(C1=NC2=CC=C(C=C2C=C1)C(=O)O)C(=O)C=1C(=CC=CC1)C1=CC=C(C=C1)C(F)(F)F (2-[Methyl-(4′-trifluoromethyl-biphenyl-2-carbonyl)amino]-quinoline-6-carboxylic acid). As a reaction SMILES: [F:1][C:2]([F:32])([F:31])[C:3]1[CH:8]=[CH:7][C:6]([C:9]2[C:10]([C:15]([NH:17][C:18]3[CH:27]=[CH:26][C:25]4[C:20](=[CH:21][CH:22]=[C:23]([C:28]([OH:30])=[O:29])[CH:24]=4)[N:19]=3)=[O:16])=[CH:11][CH:12]=[CH:13][CH:14]=2)=[CH:5][CH:4]=1.[C:33]([O-])([O-])=O.[K+].[K+].[OH-].[K+].COS(OC)(=O)=O>C1(C)C=CC=CC=1.[N+](CCCC)(CCCC)(CCCC)CCCC.[O-]S(O)(=O)=O>[CH3:33][N:17]([C:15]([C:10]1[C:9]([C:6]2[CH:5]=[CH:4][C:3]([C:2]([F:1])([F:31])[F:32])=[CH:8][CH:7]=2)=[CH:14][CH:13]=[CH:12][CH:11]=1)=[O:16])[C:18]1[CH:27]=[CH:26][C:25]2[C:20](=[CH:21][CH:22]=[C:23]([C:28]([OH:30])=[O:29])[CH:24]=2)[N:19]=1 |f:1.2.3,4.5,8.9|. Reported procedure: To a solution of 2-[(4′-trifluoromethyl-biphenyl-2-carbonyl)-amino]-quinoline-6-carboxylic acid (F-1a2, 200 mg, 0.46 mM) in toluene (3.0 mL) was added Bu4NHSO4 (15.6 mg, 0.046 mM) and freshly powdered K2CO3 (127 mg, 0.92 mM), and KOH (128 mg, 2.28 mM). The resulting suspension was stirred at room temperature for 1 h. The mixture was heated to 70° C. and (CH3)2SO4 (95 uL, 1.01 mM) was added dropwise. The mixture was stirred at 70° C. for 2 h. LC/MS analysis revealed the residue to be a mixture of... Reactants: NC1=C(C=NN1C1=CC=C(C=C1)OC)C(=O)OCC (ethyl 5-amino-1-(4-methoxyphenyl)-1H-pyrazole-4-carboxylate), C(=O)N (formamide). Run at temperature 180 celsius. Product: COC1=CC=C(C=C1)N1N=CC2C1=NC=NC2=O (1-(4-methoxyphenyl)-1H-pyrazolo[3,4-d]pyrimidin-4(3aH)-one). Reaction SMILES: [NH2:1][C:2]1[N:6]([C:7]2[CH:12]=[CH:11][C:10]([O:13][CH3:14])=[CH:9][CH:8]=2)[N:5]=[CH:4][C:3]=1[C:15]([O:17]CC)=O.[CH:20]([NH2:22])=O>>[CH3:14][O:13][C:10]1[CH:9]=[CH:8][C:7]([N:6]2[C:2]3=[N:1][CH:20]=[N:22][C:15](=[O:17])[CH:3]3[CH:4]=[N:5]2)=[CH:12][CH:11]=1. Reported procedure: A mixture of compound 44A (7 g, 26.8 mmol) and formamide (64.1 mL, 1607 mmol) was heated at 180° C. overnight and cooled. The precipitate was collected, washed with water and dried to provide the desired product: 1H NMR (400 MHz, DMSO-D6) δ ppm 12.35 (1H, s), 8.28 (1H, s), 8.15 (1H, s), 7.85-7.93 (2H, m), 7.09-7.14 (2H, m), 3.82 (3H, s). Starting materials: C(C1=CC=CC=C1)OC(=O)N1CCC(CC1)CCO (2(N-Benzyloxycarbonylpiperidin-4-yl)ethanol), C1(=CC=CC=C1)P(C1=CC=CC=C1)C1=CC=CC=C1 (triphenylphosphine), N1C=NC=C1 (imidazole), II (Iodine). Reaction conditions: temperature 0 celsius. The product is C(C1=CC=CC=C1)OC(=O)N1CCC(CC1)CCI (2-(N-Benzyloxycarbonylpiperidin-4-yl)ethyl iodide). RXN SMILES: [CH2:1]([O:8][C:9]([N:11]1[CH2:16][CH2:15][CH:14]([CH2:17][CH2:18]O)[CH2:13][CH2:12]1)=[O:10])[C:2]1[CH:7]=[CH:6][CH:5]=[CH:4][CH:3]=1.C1(P(C2C=CC=CC=2)C2C=CC=CC=2)C=CC=CC=1.N1C=CN=C1.[I:44]I>>[CH2:1]([O:8][C:9]([N:11]1[CH2:16][CH2:15][CH:14]([CH2:17][CH2:18][I:44])[CH2:13][CH2:12]1)=[O:10])[C:2]1[CH:7]=[CH:6][CH:5]=[CH:4][CH:3]=1. Procedure: A solution of 3-2(263 g, 116 mmol) was treated with triphenylphosphine (33.5 g, 128 mmol), imidazole (11.9 g, 175 mmol) and cooled to 0° C. Iodine (32.4 g, 128 mmol) was added and the ice bath was removed. The reaction was filtered into a separatory funnel and the solution was washed with H2O and brine, dried over MgSO4 and concentrated. The residue was chromatographed (10% EtOAc/Hexanes) to give 3-3 as a colorless oil. Rf (20% EtOAc/Hexanes) 0.56 1H NMR (300 MHz, CDCl3) δ 7.4-7.1 (m, 5H), 5.2-5... Starting materials: CN1CC(OB(OC(C1)=O)C1=C(C=CC(=C1)OC(F)(F)F)O[C@@H](C)CC=C)=O ((S)-6-methyl-2-(2-(pent-4-en-2-yloxy)-5-(trifluoromethoxy)phenyl)-1,3,6,2-dioxazaborocane-4,8-dione), C(C=C)OC1(CCN(CC1)C1=C(C(=C(C=2N1C=C(N2)C2=CC(=CC=C2)Br)C)C)[C@@H](C(=O)OC)OC(C)(C)C)C ((S)-methyl 2-(5-(4-(allyloxy)-4-methylpiperidin-1-yl)-2-(3-bromophenyl)-7,8-dimethylimidazo[1,2-a]pyridin-6-yl)-2-(tert-butoxy)acetate), C(C=C)OC1(CCN(CC1)C1=C(C(=C(C=2N1C=C(N2)C=2C=C(C=CC2)C2=C(C=C(C(=C2)F)F)O[C@@H](C)CC=C)C)C)[C@@H](C(=O)OC)OC(C)(C)C)C ((S)-methyl 2-(5-(4-(allyloxy)-4-methylpiperidin-1-yl)-2-(4′,5′-difluoro-2′-((S)-pent-4-en-2-yloxy)-[1,1′-biphenyl]-3-yl)-7,8-dimethylimidazo[1,2-a]pyridin-6-yl)-2-(tert-butoxy)acetate). Yields the product C(C=C)OC1(CCN(CC1)C1=C(C(=C(C=2N1C=C(N2)C=2C=C(C=CC2)C2=C(C=CC(=C2)OC(F)(F)F)O[C@@H](C)CC=C)C)C)[C@@H](C(=O)OC)OC(C)(C)C)C ((S)-Methyl 2-(5-(4-(allyloxy)-4-methylpiperidin-1-yl)-7,8-dimethyl-2-(2′-((S)-pent-4-en-2-yloxy)-5′-(trifluoromethoxy)-[1,1′-biphenyl]-3-yl)imidazo[1,2-a]pyridin-6-yl)-2-(tert-butoxy)acetate). Yield: 92.0%. RXN SMILES: CN1CC(=O)OB([C:11]2[CH:16]=[C:15]([O:17][C:18]([F:21])([F:20])[F:19])[CH:14]=[CH:13][C:12]=2[O:22][C@H:23]([CH2:25][CH:26]=[CH2:27])[CH3:24])OC(=O)C1.[CH2:29]([O:32][C:33]1([CH3:67])[CH2:38][CH2:37][N:36]([C:39]2[N:44]3[CH:45]=[C:46]([C:48]4[CH:53]=[CH:52][CH:51]=[C:50](Br)[CH:49]=4)[N:47]=[C:43]3[C:42]([CH3:55])=[C:41]([CH3:56])[C:40]=2[C@H:57]([O:62][C:63]([CH3:66])([CH3:65])[CH3:64])[C:58]([O:60][CH3:61])=[O:59])[CH2:35][CH2:34]1)[CH:30]=[CH2:31].C(OC1(C)CCN(C2N3C=C(C4C=C(C5C=C(F)C(F)=CC=5O[C@H](CC=C)C)C=CC=4)N=C3C(C)=C(C)C=2[C@H](OC(C)(C)C)C(OC)=O)CC1)C=C>>[CH2:29]([O:32][C:33]1([CH3:67])[CH2:34][CH2:35][N:36]([C:39]2[N:44]3[CH:45]=[C:46]([C:48]4[CH:49]=[C:50]([C:11]5[CH:16]=[C:15]([O:17][C:18]([F:19])([F:20])[F:21])[CH:14]=[CH:13][C:12]=5[O:22][C@H:23]([CH2:25][CH:26]=[CH2:27])[CH3:24])[CH:51]=[CH:52][CH:53]=4)[N:47]=[C:43]3[C:42]([CH3:55])=[C:41]([CH3:56])[C:40]=2[C@H:57]([O:62][C:63]([CH3:66])([CH3:65])[CH3:64])[C:58]([O:60][CH3:61])=[O:59])[CH2:37][CH2:38]1)[CH:30]=[CH2:31]. Procedure details: Prepared from (S)-6-methyl-2-(2-(pent-4-en-2-yloxy)-5-(trifluoromethoxy)phenyl)-1,3,6,2-dioxazaborocane-4,8-dione and (S)-methyl 2-(5-(4-(allyloxy)-4-methylpiperidin-1-yl)-2-(3-bromophenyl)-7,8-dimethylimidazo[1,2-a]pyridin-6-yl)-2-(tert-butoxy)acetate in 92% yield following the same procedure as (S)-methyl 2-(5-(4-(allyloxy)-4-methylpiperidin-1-yl)-2-(4′,5′-difluoro-2′-((S)-pent-4-en-2-yloxy)-[1,1′-biphenyl]-3-yl)-7,8-dimethylimidazo[1,2-a]pyridin-6-yl)-2-(tert-butoxy)acetate. LCMS (ESI, M+1): ... Starting materials: C(C)(C)(C)N1CCN(CC1)C(CCCC1=CC=CC=C1)=O (1-tert-Butyl-4-(4-phenylbutanoyl)piperazine). Solvent: FC(C(=O)O)(F)F (trifluoroacetic acid), ClCCl (dichloromethane). Reaction conditions: time 1 hour. The product is C1(=CC=CC=C1)CCCC(=O)N1CCNCC1 (4-(4-Phenylbutanoyl)piperazine). RXN SMILES: C([N:5]1[CH2:10][CH2:9][N:8]([C:11](=[O:21])[CH2:12][CH2:13][CH2:14][C:15]2[CH:20]=[CH:19][CH:18]=[CH:17][CH:16]=2)[CH2:7][CH2:6]1)(C)(C)C>FC(F)(F)C(O)=O.ClCCl>[C:15]1([CH2:14][CH2:13][CH2:12][C:11]([N:8]2[CH2:7][CH2:6][NH:5][CH2:10][CH2:9]2)=[O:21])[CH:20]=[CH:19][CH:18]=[CH:17][CH:16]=1. Procedure details: 1-tert-Butyl-4-(4-phenylbutanoyl)piperazine (A, 2.64 g) was dissolved in trifluoroacetic acid (10 mL)—dichloromethane (10 mL). After siring for 1 hr, the reaction mixture was evaporated in vacuo. Toluene and methanol were added to the residue, then evaporated in vacuo to give the titled compound (1.63 g) as a colorless solid.